From a dataset of the Open Reaction Database (ORD), a public repository of structured organic reaction records. describe an organic reaction: reactants, conditions, products, and yield The product is S(=O)(=O)(OCCOCC=CC(C(C(C(C(C(C(C(F)(F)F)(F)F)(F)F)(F)F)(F)F)(F)F)(F)F)(F)F)O (2-(4,4,5,5,6,6,7,7,8,8,9,9,10,10,11,11,11-heptadecafluoroundec-2-enyloxy)ethyl hydrogen sulfate). Starting materials: S(=O)(=O)(OCCOCC=C)[O-] (allyloxyethyl sulfate), C(F)(F)(C(F)(F)C(F)(F)C(F)(F)C(F)(F)C(F)(F)C(F)(F)C(F)(F)F)I (C8F17I). Reaction SMILES: [S:1]([O-:11])([O:4][CH2:5][CH2:6][O:7][CH2:8][CH:9]=[CH2:10])(=[O:3])=[O:2].[C:12](I)([C:15]([C:18]([C:21]([C:24]([C:27]([C:30]([C:33]([F:36])([F:35])[F:34])([F:32])[F:31])([F:29])[F:28])([F:26])[F:25])([F:23])[F:22])([F:20])[F:19])([F:17])[F:16])([F:14])[F:13]>>[S:1]([OH:11])([O:4][CH2:5][CH2:6][O:7][CH2:8][CH:9]=[CH:10][C:12]([F:14])([F:13])[C:15]([F:16])([F:17])[C:18]([F:19])([F:20])[C:21]([F:22])([F:23])[C:24]([F:25])([F:26])[C:27]([F:29])([F:28])[C:30]([F:32])([F:31])[C:33]([F:36])([F:35])[F:34])(=[O:2])=[O:3]. Procedure: Crystalline allyloxyethyl sulfate (Na salt) from the preparation shown in example 2 was perfluoroalkylated using the procedure of example 7 and C8F17I to produce 2-(4,4,5,5,6,6,7,7,8,8,9,9,10,10,11,11,11-heptadecafluoroundec-2-enyloxy)ethyl hydrogen sulfate. Starting materials: [Br-], [Br-], [Br-], CC(=O)c1ccc(OCc2ccccc2)c(C(=O)Nc2cc(C(F)(F)F)cc(C(F)(F)F)c2)c1, C1CCOC1, O, C[N+](C)(C)c1ccccc1, C[N+](C)(C)c1ccccc1, C[N+](C)(C)c1ccccc1. The product is O=C(CBr)c1ccc(OCc2ccccc2)c(C(=O)Nc2cc(C(F)(F)F)cc(C(F)(F)F)c2)c1. Reaction SMILES: [Br-:35].[Br-:36].[Br-:37].[C:1]([CH3:2])(=[O:3])[c:4]1[cH:5][cH:6][c:7]([O:27][CH2:28][c:29]2[cH:30][cH:31][cH:32][cH:33][cH:34]2)[c:8]([C:9](=[O:10])[NH:11][c:12]2[cH:13][c:14]([C:22]([F:23])([F:24])[F:25])[cH:15][c:16]([C:18]([F:19])([F:20])[F:21])[cH:17]2)[cH:26]1.[O:69]1[CH2:70][CH2:71][CH2:72][CH2:73]1.[OH2:68].[c:38]1([N+:39]([CH3:40])([CH3:41])[CH3:42])[cH:43][cH:44][cH:45][cH:46][cH:47]1.[c:48]1([N+:49]([CH3:50])([CH3:51])[CH3:52])[cH:53][cH:54][cH:55][cH:56][cH:57]1.[c:58]1([N+:59]([CH3:60])([CH3:61])[CH3:62])[cH:63][cH:64][cH:65][cH:66][cH:67]1>>[C:1]([CH2:2][Br:35])(=[O:3])[c:4]1[cH:5][cH:6][c:7]([O:27][CH2:28][c:29]2[cH:30][cH:31][cH:32][cH:33][cH:34]2)[c:8]([C:9](=[O:10])[NH:11][c:12]2[cH:13][c:14]([C:22]([F:23])([F:24])[F:25])[cH:15][c:16]([C:18]([F:19])([F:20])[F:21])[cH:17]2)[cH:26]1. The reactants are solution, C(CCC)[Li] (n-butyllithium), CI (methyl iodide), FC1=NC=C(C=C1I)C (2-fluoro-3-iodo-5-methylpyridine), C(C)(C)NC(C)C (Diisopropylamine). Run in CCCCCC (hexane), O (water), O (water), C1CCOC1 (THF), O (Water), C1CCOC1 (THF). Run at temperature -18 celsius, time 30 minute. The product is FC1=NC=C(C(=C1C)I)C (2-fluoro-4-iodo-3,5-dimethylpyridine). Reaction SMILES: C(NC(C)C)(C)C.C([Li])CCC.[F:13][C:14]1[C:19](I)=[CH:18][C:17]([CH3:21])=[CH:16][N:15]=1.[CH3:22][I:23]>CCCCCC.C1COCC1.O>[F:13][C:14]1[C:19]([CH3:18])=[C:22]([I:23])[C:17]([CH3:21])=[CH:16][N:15]=1. Reported procedure: Diisopropylamine (88 mL) was added to THF (1.2 L), and the mixture was cooled to −18° C. in a nitrogen atmosphere. A 2.69 M solution of n-butyllithium in hexane (215 mL) was added dropwise to the solution. After completion of the dropwise addition, the mixture was warmed to −5° C. with stirring over 30 minutes. The reaction mixture was cooled to −72° C. A solution of 2-fluoro-3-iodo-5-methylpyridine (109.69 g) in TIE (240 mL) was added dropwise to the reaction mixture. The reaction mixture was s... Reactants: OCC1=CC=C2C(C(NC2=C1)=O)SC (6-hydroxymethyl-3-methysulfanyl-1,3-dihydro-indol-2-one), [Si](C)(C)(C(C)(C)C)Cl (t-butyldimethylsilyl chloride), N1C=NC=C1 (imidazole). The solvent is CN(C)C=O (DMF), CCCCCC (hexane), CCOC(=O)C (EtOAc). Reaction conditions: time 16 hour. The product is CSC1C(NC2=CC(=CC=C12)CO[Si](C)(C)C(C)(C)C)=O (3-methylsulfanyl-6-(t-butyldimethylsilyloxy)methyl-1,3-dihydro-indol-2-one). Isolated yield 43.3%. As a reaction SMILES: [OH:1][CH2:2][C:3]1[CH:11]=[C:10]2[C:6]([CH:7]([S:13][CH3:14])[C:8](=[O:12])[NH:9]2)=[CH:5][CH:4]=1.[Si:15](Cl)([C:18]([CH3:21])([CH3:20])[CH3:19])([CH3:17])[CH3:16].N1C=CN=C1>CN(C=O)C.CCCCCC.CCOC(C)=O>[CH3:14][S:13][CH:7]1[C:6]2[C:10](=[CH:11][C:3]([CH2:2][O:1][Si:15]([C:18]([CH3:21])([CH3:20])[CH3:19])([CH3:17])[CH3:16])=[CH:4][CH:5]=2)[NH:9][C:8]1=[O:12]. Procedure details: A solution of 0.42 g (2.0 mmol) of 6-hydroxymethyl-3-methysulfanyl-1,3-dihydro-indol-2-one in DMF (10 mL) was treated with 0.32 g (2.1 mmol) of t-butyldimethylsilyl chloride and 0.15 g (2.2 mmol) of imidazole and stirred for 16 h. The solution was diluted with 50 mL of hexane and 50 mL of EtOAc, washed with brine, dried over MgSO4 and concentrated to give 0.28 g (43%) of 3-methylsulfanyl-6-(t-butyldimethylsilyloxy)methyl-1,3-dihydro-indol-2-one as a clear oil which crystallised upon storage at r... The reactants are CC(C)CN, O=[N+]([O-])c1cnc2ccccc2c1Cl, C1CCOC1. The product is CC(C)CNc1c([N+](=O)[O-])cnc2ccccc12. Reaction SMILES: [CH2:15]([CH:16]([CH3:17])[CH3:18])[NH2:19].[Cl:1][c:2]1[c:3]([N+:12](=[O:13])[O-:14])[cH:4][n:5][c:6]2[cH:7][cH:8][cH:9][cH:10][c:11]12.[O:20]1[CH2:21][CH2:22][CH2:23][CH2:24]1>>[c:2]1([NH:19][CH2:15][CH:16]([CH3:17])[CH3:18])[c:3]([N+:12](=[O:13])[O-:14])[cH:4][n:5][c:6]2[cH:7][cH:8][cH:9][cH:10][c:11]12. The reactants are C(C)(C)(C)OC(=O)N1CCC(CC1)CCC(=O)N1C[C@@H](CCC1)C(=O)NC[C@@H](C(=O)O)NC(C1=CC=C(C=C1)C(=O)OC)=O (N-[(R)-1-{3-(1-tert-butoxycarbonyl-4-piperidyl)propionyl}-3-piperidylcarbonyl]-2(S)-(4-methoxycarbonylbenzoyl)amino-β-alanine), [SiH3]CC(=O)N (monosilylacetamide), CN1CCOCC1 (N-methylmorpholine), [Li+].[OH-] (LiOH), OS(=O)(=O)[O-].[K+] (KHSO4). The solvent is O (water). Conditions: time 40 minute. Yields the product N1CCC(CC1)CCC(=O)N1C[C@@H](CCC1)C(=O)NC[C@@H](C(=O)O)NC(C1=CC=C(C=C1)C(=O)O)=O (N-[(R)-1-{3-(4-piperidyl)propionyl}-3-piperidylcarbonyl]-2(S)-(4-carboxybenzoyl)amino-β-alanine). Isolated yield 75.1%. RXN SMILES: C(OC([N:8]1[CH2:13][CH2:12][CH:11]([CH2:14][CH2:15][C:16]([N:18]2[CH2:23][CH2:22][CH2:21][C@@H:20]([C:24]([NH:26][CH2:27][C@H:28]([NH:32][C:33](=[O:44])[C:34]3[CH:39]=[CH:38][C:37]([C:40]([O:42]C)=[O:41])=[CH:36][CH:35]=3)[C:29]([OH:31])=[O:30])=[O:25])[CH2:19]2)=[O:17])[CH2:10][CH2:9]1)=O)(C)(C)C.[SiH3]CC(N)=O.CN1CCOCC1.[Li+].[OH-].OS([O-])(=O)=O.[K+]>O>[NH:8]1[CH2:9][CH2:10][CH:11]([CH2:14][CH2:15][C:16]([N:18]2[CH2:23][CH2:22][CH2:21][C@@H:20]([C:24]([NH:26][CH2:27][C@H:28]([NH:32][C:33](=[O:44])[C:34]3[CH:35]=[CH:36][C:37]([C:40]([OH:42])=[O:41])=[CH:38][CH:39]=3)[C:29]([OH:31])=[O:30])=[O:25])[CH2:19]2)=[O:17])[CH2:12][CH2:13]1 |f:3.4,5.6|. Procedure details: The mixture of N-[(R)-1-{3-(1-tert-butoxycarbonyl-4-piperidyl)propionyl}-3-piperidylcarbonyl]-2(S)-(4-methoxycarbonylbenzoyl)amino-β-alanine (55 mg, 0.106 mmol) in water (0.5 mL), monosilylacetamide (1.0 g) and N-methylmorpholine (61 mL, 0.55 mmol) was added 1N LiOH solution (0.37 mL) at 5° C. After stirring for 40 minutes, the mixture was neutralized with 20% aqueous KHSO4 solution, then purified by an ODS column chromatography using Daisogel-120sp (10% CH3CN/water) and freeze-dried to give N-[...